This data is from the Open Reaction Database (ORD), a public repository of structured organic reaction records. The task is: describe an organic reaction: reactants, conditions, products, and yield Starting materials: [Br-].CC1CC(C(O1)=[N+](C)C)(C1=CC=CC=C1)C1=CC=CC=C1 (N-(dihydro-5-methyl-3,3-diphenyl-2(3H)-furanylidene)-N-methylmethanaminium bromide), NC1=CC(=C(C(=O)N[C@H]2[C@@H](CNCC2)O)C=C1Cl)OC (trans-4-amino-5-chloro-N-(3-hydroxy-4-piperidinyl)-2-methoxybenzamide), C([O-])([O-])=O.[Na+].[Na+] (sodium carbonate), [I-].[K+] (potassium iodide). Solvent: CC(CC(C)=O)C (4-methyl-2-pentanone), O (water). Run at time 1 hour. Product: NC1=CC(=C(C(=O)N[C@H]2[C@@H](CN(CC2)C(CC(C(=O)N(C)C)(C2=CC=CC=C2)C2=CC=CC=C2)C)O)C=C1Cl)OC (trans-4-[(4-amino-5-chloro-2-methoxybenzoyl)amino]-3-hydroxy-N,N,γ-trimethyl-α,α-diphenyl-1-piperidinebutanamide). Yield: 30.6%. Reaction SMILES: [NH2:1][C:2]1[C:17]([Cl:18])=[CH:16][C:5]([C:6]([NH:8][C@@H:9]2[CH2:14][CH2:13][NH:12][CH2:11][C@H:10]2[OH:15])=[O:7])=[C:4]([O:19][CH3:20])[CH:3]=1.C(=O)([O-])[O-].[Na+].[Na+].[I-].[K+].[Br-].[CH3:30][CH:31]1[O:35][C:34](=[N+:36]([CH3:38])[CH3:37])[C:33]([C:45]2[CH:50]=[CH:49][CH:48]=[CH:47][CH:46]=2)([C:39]2[CH:44]=[CH:43][CH:42]=[CH:41][CH:40]=2)[CH2:32]1>O.CC(C)CC(=O)C>[NH2:1][C:2]1[C:17]([Cl:18])=[CH:16][C:5]([C:6]([NH:8][C@@H:9]2[CH2:14][CH2:13][N:12]([CH:31]([CH3:30])[CH2:32][C:33]([C:45]3[CH:46]=[CH:47][CH:48]=[CH:49][CH:50]=3)([C:39]3[CH:40]=[CH:41][CH:42]=[CH:43][CH:44]=3)[C:34]([N:36]([CH3:37])[CH3:38])=[O:35])[CH2:11][C@H:10]2[OH:15])=[O:7])=[C:4]([O:19][CH3:20])[CH:3]=1 |f:1.2.3,4.5,6.7|. Reported procedure: A mixture of 4.5 parts of trans-4-amino-5-chloro-N-(3-hydroxy-4-piperidinyl)-2-methoxybenzamide, 4 parts of sodium carbonate, 0.1 parts of potassium iodide and 120 parts of 4-methyl-2-pentanone was stirred for 1 hour at reflux using a water separator. 5.95 Parts of N-(dihydro-5-methyl-3,3-diphenyl-2(3H)-furanylidene)-N-methylmethanaminium bromide were added and stirring was continued for 1 hour at reflux. The organic layer was washed successively with water, a sodium carbonate solution in water ... Reactants: C(=O)N1CCN(CC1)CCCCl (1-formyl-4-(3-chloropropyl)piperazine), [OH-].[Na+] (NaOH), NC1=CC=C(CC#N)C=C1 (4-aminobenzylcyanide), [I-].[Na+] (sodium iodide). The solvent is O (water). The product is C(=O)N1CCN(CC1)CCCNC1=CC=C(CC#N)C=C1 (4-[3-(4-Formyl-1-piperazinyl) propylamino]benzylcyanide). As a reaction SMILES: [CH:1]([N:3]1[CH2:8][CH2:7][N:6]([CH2:9][CH2:10][CH2:11]Cl)[CH2:5][CH2:4]1)=[O:2].[NH2:13][C:14]1[CH:22]=[CH:21][C:17]([CH2:18][C:19]#[N:20])=[CH:16][CH:15]=1.[I-].[Na+].[OH-].[Na+]>O>[CH:1]([N:3]1[CH2:8][CH2:7][N:6]([CH2:9][CH2:10][CH2:11][NH:13][C:14]2[CH:22]=[CH:21][C:17]([CH2:18][C:19]#[N:20])=[CH:16][CH:15]=2)[CH2:5][CH2:4]1)=[O:2] |f:2.3,4.5|. Reported procedure: A mixture of 1-formyl-4-(3-chloropropyl)piperazine (1.0 g, 5.2 mmol) prepared according to step a) above, 4-aminobenzylcyanide (0.66 g, 5 mmol) and sodium iodide (0.15 g, 1 mmol) was heated at 100°-105° C. for 2 hours. After cooling the mixture was dissolved in 40 ml of water and treated with decolorizing carbon. The filtered solution was made alkaline with 2N aqueous NaOH and extracted with chloroform (3×20 ml). The organic extracts were washed with water, dried over MgSO4 and concentrated. The... The reactants are C(C)(C)(C)C1=CC(=C(N1)[N+](=O)[O-])C(=O)O (5-tert-butyl-2-nitro-1H-pyrrole-3-carboxylic acid), P(Cl)(Cl)(Cl)(Cl)Cl (PCl5), CC1(C(NCCN1)=O)C (3,3-dimethylpiperazin-2-one), C(C)NCC (diethylamine), P(Cl)(Cl)(Cl)(Cl)Cl (PCl5), C(=O)(O)[O-].[Na+] (NaHCO3). The solvent is C1=CC=CC=C1 (benzene), ClCCl (DCM), ClCCl (dichloromethane). Conditions: time 30 minute. Yields the product C(C)(C)(C)C=1NC(=C(C1)C(=O)N1C(C(NCC1)=O)(C)C)[N+](=O)[O-] (4-(2-tert-butyl-5-nitro-1H-pyrrole-4-carbonyl)-3,3-dimethylpiperazin-2-one). Isolated yield 48.8%. RXN SMILES: [C:1]([C:5]1[NH:9][C:8]([N+:10]([O-:12])=[O:11])=[C:7]([C:13]([OH:15])=O)[CH:6]=1)([CH3:4])([CH3:3])[CH3:2].P(Cl)(Cl)(Cl)(Cl)Cl.[CH3:22][C:23]1([CH3:30])[NH:28][CH2:27][CH2:26][NH:25][C:24]1=[O:29].C(NCC)C.C([O-])(O)=O.[Na+]>C1C=CC=CC=1.ClCCl>[C:1]([C:5]1[NH:9][C:8]([N+:10]([O-:12])=[O:11])=[C:7]([C:13]([N:28]2[CH2:27][CH2:26][NH:25][C:24](=[O:29])[C:23]2([CH3:30])[CH3:22])=[O:15])[CH:6]=1)([CH3:2])([CH3:3])[CH3:4] |f:4.5|. Reported procedure: To 5-tert-butyl-2-nitro-1H-pyrrole-3-carboxylic acid (100 mg, 0.47 mmol) in benzene (2 mL) was added solid PCl5 (120 mg, 0.57 mmol). The resulting reaction mixture was stirred at RT until all the PCl5 went into the solution. This reaction mixture was then added to 3,3-dimethylpiperazin-2-one (120 mg, 0.94 mmol) and diethylamine (280 ml, 0.94 mmol) in dichloromethane (DCM) (3 mL). After 30 min, the reaction was diluted with DCM (10 mL) and followed by addition of sat. NaHCO3. The organic phase wa... The reactants are FC1=CC=C(C=C1)C=1C(=NNC1C1=CC=NC=C1)N (4-(4-fluorophenyl)-5-(4-pyridinyl)-1H-pyrazol-3-amine), Example 2, CS(=O)(=O)Cl (methanesulfonyl chloride). The solvent is N1=CC=CC=C1 (pyridine). Reaction conditions: time 8 hour. Yields the product FC1=CC=C(C=C1)C=1C(=NNC1C1=CC=NC=C1)NS(=O)(=O)C (N-[4(4-fluorophenyl)-5-(4-pyridinyl)-1H-pyrazol-3-yl]methanesulfonamide). As a reaction SMILES: [F:1][C:2]1[CH:7]=[CH:6][C:5]([C:8]2[C:9]([NH2:19])=[N:10][NH:11][C:12]=2[C:13]2[CH:18]=[CH:17][N:16]=[CH:15][CH:14]=2)=[CH:4][CH:3]=1.[CH3:20][S:21](Cl)(=[O:23])=[O:22]>N1C=CC=CC=1>[F:1][C:2]1[CH:3]=[CH:4][C:5]([C:8]2[C:9]([NH:19][S:21]([CH3:20])(=[O:23])=[O:22])=[N:10][NH:11][C:12]=2[C:13]2[CH:18]=[CH:17][N:16]=[CH:15][CH:14]=2)=[CH:6][CH:7]=1. Procedure: A solution of 4-(4-fluorophenyl)-5-(4-pyridinyl)-1H-pyrazol-3-amine prepared as set forth in Example 2 (200 mg, 0.77 mmol) and methanesulfonyl chloride (90 mg) in pyridine (5 ml) was stirred at room temperature overnight. The pyridine was removed in vacuo and the residue was treated with methylene chloride and water. The resultant precipitate was filtered to give N-[4(4-fluorophenyl)-5-(4-pyridinyl)-1H-pyrazol-3-yl]methanesulfonamide. Additional N-[4(4-fluorophenyl)-5-(4-pyridinyl)-1H-pyrazol-3-... Starting materials: OC=1C=C(OC2=C(C(=O)O)C=CC=C2)C=CC1 (2-(3-hydroxyphenoxy)benzoic acid), C(C)O (ethanol). The solvent is S(O)(O)(=O)=O (sulfuric acid). The product is C(C)OC(C1=C(C=CC=C1)OC1=CC(=CC=C1)O)=O (2-(3-hydroxyphenoxy)benzoic acid ethyl ester). As a reaction SMILES: [OH:1][C:2]1[CH:3]=[C:4]([CH:15]=[CH:16][CH:17]=1)[O:5][C:6]1[CH:14]=[CH:13][CH:12]=[CH:11][C:7]=1[C:8]([OH:10])=[O:9].[CH2:18](O)[CH3:19]>S(=O)(=O)(O)O>[CH2:18]([O:9][C:8](=[O:10])[C:7]1[CH:11]=[CH:12][CH:13]=[CH:14][C:6]=1[O:5][C:4]1[CH:15]=[CH:16][CH:17]=[C:2]([OH:1])[CH:3]=1)[CH3:19]. Reported procedure: A solution of 17.8 g of 2-(3-hydroxyphenoxy)benzoic acid in 250 ml of ethanol and 1 ml of sulfuric acid was heated at reflux for two days. After cooling, the mixture was concentrated in vacuo. The residue was partitioned between ethyl acetate and water. The organic layer was dried and concentrated in vacuo. The resulting residue was purified by high pressure liquid chromatography eluting with a 0-30% ethyl acetate in hexane gradient. The appropriate fractions were combined and concentrated in va... Starting materials: C1(C=CCCC1)OC1CCN(CC1)C(=O)OCC1=CC=CC=C1 (4-(2-cyclohexenyloxy)-N-(benzyloxycarbonyl)piperidine), [H][H] (hydrogen). The reagents and catalysts are [Pd] (palladium on carbon). Run in CO (methanol). The product is C1(CCCCC1)OC1CCNCC1 (4-(cyclohexyloxy)piperidine). Isolated yield 109.6%. Reaction SMILES: [CH:1]1([O:7][CH:8]2[CH2:13][CH2:12][N:11](C(OCC3C=CC=CC=3)=O)[CH2:10][CH2:9]2)[CH2:6][CH2:5][CH2:4][CH:3]=[CH:2]1.[H][H]>[Pd].CO>[CH:1]1([O:7][CH:8]2[CH2:9][CH2:10][NH:11][CH2:12][CH2:13]2)[CH2:6][CH2:5][CH2:4][CH2:3][CH2:2]1. Procedure details: A solution of 4-(2-cyclohexenyloxy)-N-(benzyloxycarbonyl)piperidine (3.80 g), and 10% palladium on carbon (50% wet) (1.0 g) in methanol (40 ml) was hydrogenated under an atmospheric pressure of hydrogen at ambient temperature for 6 hours. The catalyst was filtered off, and the filtrate was evaporated in vacua and dried in vacuo to give 4-(cyclohexyloxy)piperidine (2.42 g). Solvent: O1CCOCC1 (1,4-dioxane). Reaction SMILES: [F:1][C:2]1[CH:7]=[CH:6][C:5]([N+:8]([O-:10])=[O:9])=[CH:4][C:3]=1[C:11]#[C:12][Si:13]([CH3:16])([CH3:15])[CH3:14].[N:17]1[CH:22]=[N:21][N:20]=[CH:19][N:18]=1>O1CCOCC1>[N:17]1[CH:22]=[N:21][N:20]=[CH:19][N:18]=1.[F:1][C:2]1[CH:7]=[CH:6][C:5]([N+:8]([O-:10])=[O:9])=[CH:4][C:3]=1[C:11]1[C:12]([Si:13]([CH3:15])([CH3:14])[CH3:16])=[CH:19][N:18]=[N:17][CH:22]=1. Reactants: FC1=C(C=C(C=C1)[N+](=O)[O-])C#C[Si](C)(C)C ((2-Fluoro-5-nitrophenylethynyl)trimethylsilane), N1=NC=NN=C1 (1,2,4,5-tetrazine). Procedure details: A solution of 1,2,4,5-tetrazine (0.53 M in dichloromethane) was prepared by the method of H. C. van der Plas et al. (J. Heterocycl. Chem., 1987, 24, 545-548). (2-Fluoro-5-nitrophenylethynyl)trimethylsilane (8.8 g, 37.1 mmol) and 1,4-dioxane were added to a solution of 1,2,4,5-tetrazine (35 ml, 18.6 mmol, 0.53 M in dichloromethane). The dichloromethane was distilled off and the dioxane solution was stirred at reflux for 36 h. The solvent was removed to leave a brown oil. Purification by chromatog... The product is N1=NC=NN=C1 (1,2,4,5-tetrazine), FC1=C(C=C(C=C1)[N+](=O)[O-])C1=CN=NC=C1[Si](C)(C)C (4-(2-fluoro-5-nitrophenyl)-5-trimethylsilanylpyridazine).